This data is from the Open Reaction Database (ORD), a public repository of structured organic reaction records. The task is: describe an organic reaction: reactants, conditions, products, and yield Reactants: CC(C)(C)OC(=O)C(C)(C)Sc1nc(CCOc2ccc(-c3ccc(F)cc3)cc2[N+](=O)[O-])cs1, CO, [Cl-], [Cl-], [Fe+2], NN, O. Yields the product CC(C)(C)OC(=O)C(C)(C)Sc1nc(CCOc2ccc(-c3ccc(F)cc3)cc2N)cs1. Reaction SMILES: [C:1]([CH3:2])([CH3:3])([CH3:4])[O:5][C:6]([C:7]([CH3:8])([CH3:9])[S:10][c:11]1[s:12][cH:13][c:14]([CH2:16][CH2:17][O:18][c:19]2[c:20]([N+:32]([O-:33])=[O:34])[cH:21][c:22](-[c:25]3[cH:26][cH:27][c:28]([F:31])[cH:29][cH:30]3)[cH:23][cH:24]2)[n:15]1)=[O:35].[CH3:39][OH:40].[Cl-:41].[Cl-:43].[Fe+2:42].[NH2:37][NH2:38].[OH2:36]>>[C:1]([CH3:2])([CH3:3])([CH3:4])[O:5][C:6]([C:7]([CH3:8])([CH3:9])[S:10][c:11]1[s:12][cH:13][c:14]([CH2:16][CH2:17][O:18][c:19]2[c:20]([NH2:32])[cH:21][c:22](-[c:25]3[cH:26][cH:27][c:28]([F:31])[cH:29][cH:30]3)[cH:23][cH:24]2)[n:15]1)=[O:35]. The reactants are CO, C=[N+]=[N-], O=C(O)C=Cc1ccccc1O. Product: COC(=O)C=Cc1ccccc1O. RXN SMILES: [CH3:16][OH:17].[N+:13](=[N-:14])=[CH2:15].[OH:1][c:2]1[c:3]([CH:4]=[CH:5][C:6](=[O:7])[OH:8])[cH:9][cH:10][cH:11][cH:12]1>>[OH:1][c:2]1[c:3]([CH:4]=[CH:5][C:6](=[O:7])[O:8][CH3:15])[cH:9][cH:10][cH:11][cH:12]1. Starting materials: C(C)(=O)NC1=C2C(N(C(C2=CC=C1)=O)C(CC(=O)O)C1=CC(=C(C=C1)OC)OC1CCCC1)=O (3-[4-(acetylamino)-1,3-dioxoisoindolin-2-yl]-3-(3-cyclopentyloxy-4-methoxyphenyl)propanoic acid), C(=O)(N1C=NC=C1)N1C=NC=C1 (carbonyidiimidazole), C(=O)NN (formic hydrazide). The solvent is C(C)(=O)OCC (ethyl acetate). Product: C1(CCCC1)OC=1C=C(C=CC1OC)C(CC=1OC=NN1)N1C(C2=CC=CC(=C2C1=O)NC(C)=O)=O (N-[2-[1-(3-Cyclopentyloxy-4-methoxyphenyl)-2-(1,3,4-oxadiazol-2-yl)ethyl]-1,3-dioxoisoindolin-4-yl]acetamide), C(C)(=O)NC1=C2C(N(C(C2=CC=C1)=O)C(CC(=O)NN=C=O)C1=CC(=C(C=C1)OC)OC1CCCC1)=O (3-[4-(acetylamino)-1,3-dioxoisoindolin-2-yl]-N-carbonylamino-3-(3-cyclopentyloxy-4-methoxyphenyl)propanamide). Reaction SMILES: [C:1]([NH:4][C:5]1[CH:13]=[CH:12][CH:11]=[C:10]2[C:6]=1[C:7](=[O:34])[N:8]([CH:15]([C:20]1[CH:25]=[CH:24][C:23]([O:26][CH3:27])=[C:22]([O:28][CH:29]3[CH2:33][CH2:32][CH2:31][CH2:30]3)[CH:21]=1)[CH2:16][C:17]([OH:19])=[O:18])[C:9]2=[O:14])(=[O:3])[CH3:2].C(N1C=CN=C1)(N1C=CN=C1)=O.[CH:47]([NH:49][NH2:50])=[O:48]>C(OCC)(=O)C>[CH:29]1([O:28][C:22]2[CH:21]=[C:20]([CH:15]([N:8]3[C:7](=[O:34])[C:6]4[C:10](=[CH:11][CH:12]=[CH:13][C:5]=4[NH:4][C:1](=[O:3])[CH3:2])[C:9]3=[O:14])[CH2:16][C:17]3[O:18][CH:47]=[N:49][N:50]=3)[CH:25]=[CH:24][C:23]=2[O:26][CH3:27])[CH2:30][CH2:31][CH2:32][CH2:33]1.[C:1]([NH:4][C:5]1[CH:13]=[CH:12][CH:11]=[C:10]2[C:6]=1[C:7](=[O:34])[N:8]([CH:15]([C:20]1[CH:25]=[CH:24][C:23]([O:26][CH3:27])=[C:22]([O:28][CH:29]3[CH2:30][CH2:31][CH2:32][CH2:33]3)[CH:21]=1)[CH2:16][C:17]([NH:50][N:49]=[C:47]=[O:48])=[O:19])[C:9]2=[O:14])(=[O:3])[CH3:2]. Procedure: N-[2-[1-(3-Cyclopentyloxy-4-methoxyphenyl)-2-(1,3,4-oxadiazol-2-yl)ethyl]-1,3-dioxoisoindolin-4-yl]acetamide was prepared by the procedure of Example 1. Reaction of 3-[4-(acetylamino)-1,3-dioxoisoindolin-2-yl]-3-(3-cyclopentyloxy-4-methoxyphenyl)propanoic acid (2.0 g, 4.3 mmol), carbonyidiimidazole (0.77 g, 4.8 mmol) and formic hydrazide (314 mg, 4.7 mmol) in ethyl acetate (20 mL) gave crude 3-[4-(acetylamino)-1,3-dioxoisoindolin-2-yl]-N-carbonylamino-3-(3-cyclopentyloxy-4-methoxyphenyl)propanam... Product: CC=C(O)[Sn](CCCC)(CCCC)CCCC. The reactants are C#CCO, CCCC[SnH](CCCC)CCCC. As a reaction SMILES: [CH2:1]([C:2]#[CH:3])[OH:4].[CH2:5]([CH2:6][CH2:7][CH3:8])[SnH:9]([CH2:10][CH2:11][CH2:12][CH3:13])[CH2:14][CH2:15][CH2:16][CH3:17]>>[C:1](=[CH:2][CH3:3])([OH:4])[Sn:9]([CH2:5][CH2:6][CH2:7][CH3:8])([CH2:10][CH2:11][CH2:12][CH3:13])[CH2:14][CH2:15][CH2:16][CH3:17]. Starting materials: Cl (hydrochloric acid), ice, C(CCC)OP(=O)CC1=CC(=C(C(=C1)C(C)(C)C)O)C(C)(C)C ((3,5-di-tert-butyl-4-hydroxy-benzyl)-phosphinic acid butyl ester). The solvent is [OH-].[Na+] (sodium hydroxide), C(C)(C)O (isopropanol). Conditions: temperature 100 celsius. The product is C(C)(C)(C)C=1C=C(CP(O)=O)C=C(C1O)C(C)(C)C ((3,5-Di-tert-butyl-4-hydroxy-benzyl)-phosphinic acid). As a reaction SMILES: C([O:5][PH:6]([CH2:8][C:9]1[CH:14]=[C:13]([C:15]([CH3:18])([CH3:17])[CH3:16])[C:12]([OH:19])=[C:11]([C:20]([CH3:23])([CH3:22])[CH3:21])[CH:10]=1)=[O:7])CCC.Cl>[OH-].[Na+].C(O)(C)C>[C:15]([C:13]1[CH:14]=[C:9]([CH:10]=[C:11]([C:20]([CH3:23])([CH3:22])[CH3:21])[C:12]=1[OH:19])[CH2:8][PH:6](=[O:5])[OH:7])([CH3:18])([CH3:17])[CH3:16] |f:2.3|. Procedure: 17 grams (50 mmol) of (3,5-di-tert-butyl-4-hydroxy-benzyl)-phosphinic acid butyl ester in a mixture of 100 mL of 2.5 N sodium hydroxide solution and 10 mL of isopropanol is heated at 100° C. for 1 hour. The cooled reaction mixture is poured into a mixture of 25 mL of concentrated hydrochloric acid and 200 mL of ice. The product is extracted into 400 mL of chloroform and the chloroform layer is washed with 200 mL of water and then dried over sodium sulfate. Starting materials: C1CCOC1, COc1ccc(C2(O)OC(=O)C(c3ccc4c(c3)OCO4)=C2Cc2cc(OC)c(OC)c(OCCOCCOCCOCCN=[N+]=[N-])c2)cc1, O, c1ccc(P(c2ccccc2)c2ccccc2)cc1. Product: COc1ccc(C2(O)OC(=O)C(c3ccc4c(c3)OCO4)=C2Cc2cc(OC)c(OC)c(OCCOCCOCCOCCN)c2)cc1. RXN SMILES: [CH2:71]1[O:72][CH2:73][CH2:74][CH2:75]1.[O:1]1[CH2:2][O:3][c:4]2[c:5]1[cH:6][cH:7][c:8]([C:10]1=[C:14]([CH2:15][c:16]3[cH:17][c:18]([O:26][CH2:27][CH2:28][O:29][CH2:30][CH2:31][O:32][CH2:33][CH2:34][O:35][CH2:36][CH2:37][N:38]=[N+:39]=[N-:40])[c:19]([O:24][CH3:25])[c:20]([O:22][CH3:23])[cH:21]3)[C:13]([c:41]3[cH:42][cH:43][c:44]([O:47][CH3:48])[cH:45][cH:46]3)([OH:49])[O:12][C:11]1=[O:50])[cH:9]2.[OH2:70].[c:51]1([P:52]([c:53]2[cH:54][cH:55][cH:56][cH:57][cH:58]2)[c:59]2[cH:60][cH:61][cH:62][cH:63][cH:64]2)[cH:65][cH:66][cH:67][cH:68][cH:69]1>>[O:1]1[CH2:2][O:3][c:4]2[c:5]1[cH:6][cH:7][c:8]([C:10]1=[C:14]([CH2:15][c:16]3[cH:17][c:18]([O:26][CH2:27][CH2:28][O:29][CH2:30][CH2:31][O:32][CH2:33][CH2:34][O:35][CH2:36][CH2:37][NH2:38])[c:19]([O:24][CH3:25])[c:20]([O:22][CH3:23])[cH:21]3)[C:13]([c:41]3[cH:42][cH:43][c:44]([O:47][CH3:48])[cH:45][cH:46]3)([OH:49])[O:12][C:11]1=[O:50])[cH:9]2. Starting materials: CCO, [H][H], C1CCOC1, CCOC(=O)C(=O)c1csc2cc([N+](=O)[O-])ccc12. RXN SMILES: [CH3:22][CH2:23][OH:24].[H:1][H:2].[O:25]1[CH2:26][CH2:27][CH2:28][CH2:29]1.[O:3]=[C:4]([C:5](=[O:6])[O:7][CH2:8][CH3:9])[c:10]1[cH:11][s:12][c:13]2[c:14]1[cH:15][cH:16][c:17]([N+:19]([O-:20])=[O:21])[cH:18]2>>[O:3]=[C:4]([C:5](=[O:6])[O:7][CH2:8][CH3:9])[c:10]1[cH:11][s:12][c:13]2[c:14]1[cH:15][cH:16][c:17]([NH2:19])[cH:18]2. The product is CCOC(=O)C(=O)c1csc2cc(N)ccc12. Starting materials: O=[N+]([O-])c1ccc(Br)cc1F, O=C([O-])[O-], CC(C)(C)OC(=O)N1CCNC(CC(=O)O)C1, CC#N, [K+], [K+], O. Yields the product CC(C)(C)OC(=O)N1CCN(c2cc(Br)ccc2[N+](=O)[O-])C(CC(=O)O)C1. As a reaction SMILES: [Br:1][c:2]1[cH:3][c:4]([F:11])[c:5]([N+:8](=[O:9])[O-:10])[cH:6][cH:7]1.[C:12](=[O:13])([O-:14])[O-:15].[C:18]([CH3:19])([CH3:20])([CH3:21])[O:22][C:23](=[O:24])[N:25]1[CH2:26][CH:27]([CH2:31][C:32](=[O:33])[OH:34])[NH:28][CH2:29][CH2:30]1.[CH3:35][C:36]#[N:37].[K+:16].[K+:17].[OH2:38]>>[Br:1][c:2]1[cH:3][c:4]([N:28]2[CH:27]([CH2:31][C:32](=[O:33])[OH:34])[CH2:26][N:25]([C:23]([O:22][C:18]([CH3:19])([CH3:20])[CH3:21])=[O:24])[CH2:30][CH2:29]2)[c:5]([N+:8](=[O:9])[O-:10])[cH:6][cH:7]1.